This data is from the Open Reaction Database (ORD), a public repository of structured organic reaction records. The task is: describe an organic reaction: reactants, conditions, products, and yield Reactants: C1(CCCC1)OC1=CC(=C(C(=C1)C)C(C)=O)C (1-(4-(cyclopentyloxy)-2,6-dimethylphenyl)ethanone), [Br-].[Br-].[Br-].C(CCC)[N+](CCCC)(CCCC)CCCC.C(CCC)[N+](CCCC)(CCCC)CCCC.C(CCC)[N+](CCCC)(CCCC)CCCC (tetrabutylammoniumtribromide). The solvent is C(C)#N (acetonitrile). Run at time 8 hour. Yields the product BrCC(=O)C1=C(C=C(C=C1C)OC1CCCC1)C (2-bromo-1-(4-(cyclopentyloxy)-2,6-dimethylphenyl)ethanone). Isolated yield 100.6%. As a reaction SMILES: [CH:1]1([O:6][C:7]2[CH:12]=[C:11]([CH3:13])[C:10]([C:14](=[O:16])[CH3:15])=[C:9]([CH3:17])[CH:8]=2)[CH2:5][CH2:4][CH2:3][CH2:2]1.[Br-:18].[Br-].[Br-].C([N+](CCCC)(CCCC)CCCC)CCC.C([N+](CCCC)(CCCC)CCCC)CCC.C([N+](CCCC)(CCCC)CCCC)CCC>C(#N)C>[Br:18][CH2:15][C:14]([C:10]1[C:11]([CH3:13])=[CH:12][C:7]([O:6][CH:1]2[CH2:5][CH2:4][CH2:3][CH2:2]2)=[CH:8][C:9]=1[CH3:17])=[O:16] |f:1.2.3.4.5.6|. Reported procedure: To a solution of 1-(4-(cyclopentyloxy)-2,6-dimethylphenyl)ethanone (4.60 g, 19.8 mmol) in acetonitrile (39.6 mL) was added tetrabutylammoniumtribromide (TBABr3, 10.5 g, 21.8 mmol). The reaction was stirred at room temperature overnight. The solution was concentrated under reduced pressure, added with water, and extracted with ethyl acetate. The organic layer was washed with brine, dried over anhydrous MgSO4(s), and concentrated under reduced pressure to give 2-bromo-1-(4-(cyclopentyloxy)-2,6-dim...